Dataset: the Open Reaction Database (ORD), a public repository of structured organic reaction records. Task: describe an organic reaction: reactants, conditions, products, and yield Reactants: IC1=CC=C(C=C1)C1=CC=C(C=C1)I (4,4'-diiodobiphenyl), C([O-])([O-])=O.[K+].[K+] (potassium carbonate), [N+](=O)([O-])C1=CC=CC=C1 (nitrobenzene). Reagents/catalysts: [Cu] (copper). The product is C1(=CC=CC=C1)N(C1=CC=C(C=C1)C1=CC=C(C=C1)N(C1=CC=C(C=C1)C1=CC=C(N(C2=CC=CC=C2)C2=CC=C(C=C2)C2=CC=C(C=C2)N(C2=CC=CC=C2)C2=CC=CC=C2)C=C1)C1=CC=CC=C1)C1=CC=CC=C1 (N,N'-bis(4'-diphenylamino-4-biphenylyl)-N,N'-diphenylbenzidine). The yield is 48.5%. As a reaction SMILES: I[C:2]1[CH:7]=[CH:6][C:5]([C:8]2[CH:13]=[CH:12][C:11](I)=[CH:10][CH:9]=2)=[CH:4][CH:3]=1.C(=O)([O-])[O-].[K+].[K+].[N+:21]([C:24]1[CH:29]=[CH:28][CH:27]=[CH:26][CH:25]=1)([O-])=O>[Cu]>[C:24]1([N:21]([C:8]2[CH:13]=[CH:12][CH:11]=[CH:10][CH:9]=2)[C:2]2[CH:7]=[CH:6][C:5]([C:8]3[CH:13]=[CH:12][C:11]([N:21]([C:24]4[CH:25]=[CH:26][CH:27]=[CH:28][CH:29]=4)[C:2]4[CH:7]=[CH:6][C:5]([C:8]5[CH:9]=[CH:10][C:11]([N:21]([C:2]6[CH:7]=[CH:6][C:5]([C:8]7[CH:9]=[CH:10][C:11]([N:21]([C:2]8[CH:3]=[CH:4][CH:5]=[CH:6][CH:7]=8)[C:24]8[CH:29]=[CH:28][CH:27]=[CH:26][CH:25]=8)=[CH:12][CH:13]=7)=[CH:4][CH:3]=6)[C:24]6[CH:25]=[CH:26][CH:27]=[CH:28][CH:29]=6)=[CH:12][CH:13]=5)=[CH:4][CH:3]=4)=[CH:10][CH:9]=3)=[CH:4][CH:3]=2)[CH:29]=[CH:28][CH:27]=[CH:26][CH:25]=1 |f:1.2.3|. Reported procedure: 8.66 g (0.021 mol) of N,N,N'-triphenylbenzidine thus obtained, 4.06 g (0.01 mol) of 4,4'-diiodobiphenyl, 2.90 g (0.021 mol) of anhydrous potassium carbonate, 0.32 g (0.005 mol) of copper powder, and 10 ml of nitrobenzene were mixed. The reaction mixture was then allowed to undergo reaction at a temperature of 195° C. to 210° C. for 20 hours. The reaction product was then extracted with 140 ml of toluene. The insoluble contents were removed by filtration. The filtrate was then concentrated. To th... Reactants: ClC=1N=C(C2=C(N1)C=C(S2)CN2CCN(CC2)C([C@H](C)O)=O)N2CCOCC2 ((S)-1-(4-((2-Chloro-4-morpholinothieno[3,2-d]pyrimidin-6-yl)methyl)piperazin-1-yl)-2-hydroxypropan-1-one), CC1(OB(OC1(C)C)C=1C=NC(=NC1)N)C (5-(4,4,5,5-tetramethyl-1,3,2-dioxaborolan-2-yl)pyrimidin-2-amine). Product: NC1=NC=C(C=N1)C=1N=C(C2=C(N1)C=C(S2)CN2CCN(CC2)C([C@H](C)O)=O)N2CCOCC2 ((S)-1-(4-((2-(2-aminopyrimidin-5-yl)-4-morpholinothieno[3,2-d]pyrimidin-6-yl)methyl)piperazin-1-yl)-2-hydroxypropan-1-one). Yield: 49.3%. As a reaction SMILES: Cl[C:2]1[N:3]=[C:4]([N:23]2[CH2:28][CH2:27][O:26][CH2:25][CH2:24]2)[C:5]2[S:10][C:9]([CH2:11][N:12]3[CH2:17][CH2:16][N:15]([C:18](=[O:22])[C@@H:19]([OH:21])[CH3:20])[CH2:14][CH2:13]3)=[CH:8][C:6]=2[N:7]=1.CC1(C)C(C)(C)OB([C:37]2[CH:38]=[N:39][C:40]([NH2:43])=[N:41][CH:42]=2)O1>>[NH2:43][C:40]1[N:41]=[CH:42][C:37]([C:2]2[N:3]=[C:4]([N:23]3[CH2:28][CH2:27][O:26][CH2:25][CH2:24]3)[C:5]3[S:10][C:9]([CH2:11][N:12]4[CH2:17][CH2:16][N:15]([C:18](=[O:22])[C@@H:19]([OH:21])[CH3:20])[CH2:14][CH2:13]4)=[CH:8][C:6]=3[N:7]=2)=[CH:38][N:39]=1. Procedure details: (S)-1-(4-((2-Chloro-4-morpholinothieno[3,2-d]pyrimidin-6-yl)methyl)piperazin-1-yl)-2-hydroxypropan-1-one (61 mg) was reacted with 51 mg of 5-(4,4,5,5-tetramethyl-1,3,2-dioxaborolan-2-yl)pyrimidin-2-amine via General Procedure A to give 34.2 mg of 207. MS (Q1) 485.3 (M)+. Starting materials: CC=1C=CC(=C(C(=O)O)C1)NC(=S)SC (5-Methyl-2-{[(methylsulfanyl)carbonothioyl]amino}benzoic acid). The solvent is C(C)(=O)OC(C)=O (acetic anhydride). The yield is 82.3%. The product is CC=1C=CC2=C(C(SC(=N2)SC)=O)C1 (6-Methyl-2-(methylsulfanyl)-4H-3,1-benzothiazin-4-one). As a reaction SMILES: [CH3:1][C:2]1[CH:3]=[CH:4][C:5]([NH:11][C:12]([S:14][CH3:15])=[S:13])=[C:6]([CH:10]=1)[C:7](O)=[O:8]>C(OC(=O)C)(=O)C>[CH3:1][C:2]1[CH:3]=[CH:4][C:5]2[N:11]=[C:12]([S:14][CH3:15])[S:13][C:7](=[O:8])[C:6]=2[CH:10]=1. Procedure details: Compound 3 (2.85 g, 11.8 mmol) was dissolved in 50 mL of acetic anhydride and heated at reflux for 1 hour. The mixture was cooled to room temperature and the precipitate was filtered off. The crude product was recrystallized from ethyl alcohol to give 5 as white needle-shaped crystals (2.17 g, 83%). mp: 113.6° C. The reactants are CNc1cccc(S(C)(=O)=O)c1, CNc1nc2cc(N(C)c3ccnc(Cl)n3)ccc2n1C. Yields the product CNc1nc2cc(N(C)c3ccnc(N(C)c4cccc(S(C)(=O)=O)c4)n3)ccc2n1C. RXN SMILES: [CH3:22][S:23](=[O:24])(=[O:25])[c:26]1[cH:27][c:28]([NH:32][CH3:33])[cH:29][cH:30][cH:31]1.[Cl:1][c:2]1[n:3][cH:4][cH:5][c:6]([N:8]([c:9]2[cH:10][c:11]3[c:12]([n:13]([CH3:18])[c:14]([NH:16][CH3:17])[n:15]3)[cH:19][cH:20]2)[CH3:21])[n:7]1>>[c:2]1([N:32]([c:28]2[cH:27][c:26]([S:23]([CH3:22])(=[O:24])=[O:25])[cH:31][cH:30][cH:29]2)[CH3:33])[n:3][cH:4][cH:5][c:6]([N:8]([c:9]2[cH:10][c:11]3[c:12]([n:13]([CH3:18])[c:14]([NH:16][CH3:17])[n:15]3)[cH:19][cH:20]2)[CH3:21])[n:7]1. The reactants are C1=C(NC=N1)C[C@@H](C(=O)O)NC(=O)CCN (carnosine), C(O)([O-])=O.[Na+] (sodium hydrogen carbonate), Cl (hydrochloric acid), N-oleoyl-carnosine, N-hydroxysuccinimide ester, resultant solution, C(CCCCCCC\C=C/CCCCCCCC)(=O)O (oleic acid). RXN SMILES: [CH:1]1[N:5]=[CH:4][NH:3][C:2]=1[CH2:6][C@H:7]([NH:11][C:12]([CH2:14][CH2:15][NH2:16])=[O:13])[C:8]([OH:10])=[O:9].C(=O)([O-])[OH:18].[Na+].C(O)(=O)CCCCCCC/C=C\CCCCCCCC.Cl>O.OC1OC(O)=C(O)C=1O>[NH2:16][CH2:15][CH2:14][C:12]([OH:18])=[O:13].[CH:1]1[N:5]=[CH:4][NH:3][C:2]=1[CH2:6][C@H:7]([NH:11][C:12]([CH2:14][CH2:15][NH2:16])=[O:13])[C:8]([OH:10])=[O:9] |f:1.2|. Product: NCCC(=O)O (beta-alanine), C1=C(NC=N1)C[C@@H](C(=O)O)NC(=O)CCN (carnosine). Solvent: O (water), OC1=C(C(=C(O1)O)O)O (tetrahydroxyfuran). Reported procedure: In 10 ml of water, 226 mg (1 m.mol) of carnosine and 84 mg (1 m.mol) of sodium hydrogen carbonate were dissolved. The resultant solution and a solution of 380 mg (1 m.mol) of the N-hydroxysuccinimide ester of oleic acid of high purity obtained in Reference Example in 10 ml of tetrahydroxyfuran added thereto were stirred at normal room temperature with a magnetic stirrer and thus left reacting with each other for 15 hours. From the resultant reaction solution, about 200 mg of N-oleoyl-carnosine o...